From a dataset of the Open Reaction Database (ORD), a public repository of structured organic reaction records. describe an organic reaction: reactants, conditions, products, and yield Reactants: CoCl2.6H2O, CC(C(=NO)C)=NO (dimethylglyoxime), [BH4-].[Na+] (NaBH4), C1(CCCCC1)CCOC1=CC=C(C=C2C(NC(S2)=O)=O)C=C1 (5-(4-(2-cyclohexylethoxy)benzylidene)thiazolidine-2,4-dione), C(C)(=O)O (acetic acid). The reagents and catalysts are [OH-].[Na+] (NaOH). The solvent is O (water), O (water), C1CCOC1.CN(C)C=O (THF DMF). Run at temperature 0 celsius, time 20 minute. The product is C1(CCCCC1)CCOC1=CC=C(CC2C(NC(S2)=O)=O)C=C1 (5-(4-(2-cyclohexylethoxy)benzyl)thiazolidine-2,4-dione), solid. Isolated yield 79.0%. RXN SMILES: CC(=NO)C(C)=NO.[BH4-].[Na+].[CH:11]1([CH2:17][CH2:18][O:19][C:20]2[CH:33]=[CH:32][C:23]([CH:24]=[C:25]3[S:29][C:28](=[O:30])[NH:27][C:26]3=[O:31])=[CH:22][CH:21]=2)[CH2:16][CH2:15][CH2:14][CH2:13][CH2:12]1.C(O)(=O)C>O.[OH-].[Na+].C1COCC1.CN(C=O)C>[CH:11]1([CH2:17][CH2:18][O:19][C:20]2[CH:33]=[CH:32][C:23]([CH2:24][CH:25]3[S:29][C:28](=[O:30])[NH:27][C:26]3=[O:31])=[CH:22][CH:21]=2)[CH2:12][CH2:13][CH2:14][CH2:15][CH2:16]1 |f:1.2,6.7,8.9|. Procedure details: To the suspension containing CoCl2.6H2O (4.5 mg, 0.016 mmol) and dimethylglyoxime (70.1 mg, 0.6 mmol) in 10 ml of water, 4 drops of 1.0N NaOH and NaBH4 (384.6 mg, 10 mmol) were subsequently added. The mixture was cooled to 0° C., and 5-(4-(2-cyclohexylethoxy)benzylidene)thiazolidine-2,4-dione (1 g, 3.02 mmol) in 15 ml of THF-DMF (2:1) was added thereto over 20 minutes. The mixture was stirred at room temperature for 18 hours, to which acetic acid was then added until the pH thereof reached about... Starting materials: C(C1=CC=CC=C1)N1CC2CN(CC(C1)C2=O)C(C)C (7-Benzyl-3-isopropyl-3,7-diazabicyclo[3.3.1]nonan-9-one), NN (hydrazine), [OH-].[K+] (KOH), C1CCCC2=CC=CC=C12 (tetralin). Run in C(COCCOCCO)O (triethylene glycol), O (water). Yields the product C(C1=CC=CC=C1)N1CC2CN(CC(C1)C2)C(C)C (7-Benzyl-3-isopropyl-3,7-diazabicyclo[3.3.1]nonane). RXN SMILES: [OH-].[K+].[CH2:3]([N:10]1[CH2:17][CH:16]2[C:18](=O)[CH:12]([CH2:13][N:14]([CH:20]([CH3:22])[CH3:21])[CH2:15]2)[CH2:11]1)[C:4]1[CH:9]=[CH:8][CH:7]=[CH:6][CH:5]=1.NN.C1C2C(=CC=CC=2)CCC1>C(O)COCCOCCO.O>[CH2:3]([N:10]1[CH2:11][CH:12]2[CH2:18][CH:16]([CH2:15][N:14]([CH:20]([CH3:22])[CH3:21])[CH2:13]2)[CH2:17]1)[C:4]1[CH:9]=[CH:8][CH:7]=[CH:6][CH:5]=1 |f:0.1|. Procedure details: To a mixture of KOH pellets (85%, 11.62 g, 176 mmol) and the ketone (21) (6.0 g, 22 mmol) in triethylene glycol (100 mL) was added hydrazine (95%, 2.97 g, 88 mmol) in one portion in a 200-mL, jacketed flask equipped with a magnetic stirrer, a heating mantle, a standard condenser, a lower take-off condenser with a N2 inlet, and two glass stoppers. A heating temperature of 200°-210° C. for 4 h under N2 was produced by boiling tetralin (bp 207° C.) in the jacket. Cooling of the solution to RT was f... Reactants: O=C(Cl)Oc1ccc([N+](=O)[O-])cc1, CCN(C(C)C)C(C)C, O=C1C(O)Cc2cc(Cl)c3[nH]ncc3c2CN1CC(F)(F)F, ClCCl. Yields the product O=C(Oc1ccc([N+](=O)[O-])cc1)OC1Cc2cc(Cl)c3[nH]ncc3c2CN(CC(F)(F)F)C1=O. RXN SMILES: [C:35]([O:36][c:37]1[cH:38][cH:39][c:40]([N+:43](=[O:44])[O-:45])[cH:41][cH:42]1)(=[O:46])[Cl:47].[CH:26]([N:27]([CH:28]([CH3:29])[CH3:30])[CH2:31][CH3:32])([CH3:33])[CH3:34].[Cl:1][c:2]1[cH:3][c:4]2[c:5]([c:6]3[cH:7][n:8][nH:9][c:10]13)[CH2:11][N:12]([CH2:18][C:19]([F:20])([F:21])[F:22])[C:13](=[O:17])[CH:14]([OH:16])[CH2:15]2.[Cl:23][CH2:24][Cl:25]>>[Cl:1][c:2]1[cH:3][c:4]2[c:5]([c:6]3[cH:7][n:8][nH:9][c:10]13)[CH2:11][N:12]([CH2:18][C:19]([F:20])([F:21])[F:22])[C:13](=[O:17])[CH:14]([O:16][C:35]([O:36][c:37]1[cH:38][cH:39][c:40]([N+:43](=[O:44])[O-:45])[cH:41][cH:42]1)=[O:46])[CH2:15]2. The reactants are C(C(C)(C)C)(=O)Cl (pivaloyl chloride), NC=1C(=C(C(=C(C1F)C1=CC=CC=C1)C)C#N)OC (5-Amino-6-fluoro-4-methoxy-2-methylbiphenyl-3-carbonitrile), Cl (hydrochloric acid). Solvent: N1=CC=CC=C1 (pyridine). Run at time 20 hour. Product: C(#N)C=1C(=C(C(=C(C1C)C1=CC=CC=C1)F)NC(C(C)(C)C)=O)OC (N-(5-Cyano-2-fluoro-4-methoxy-6-methylbiphenyl-3-yl)-2,2-dimethylpropionamide). RXN SMILES: [NH2:1][C:2]1[C:3]([O:18][CH3:19])=[C:4]([C:16]#[N:17])[C:5]([CH3:15])=[C:6]([C:9]2[CH:14]=[CH:13][CH:12]=[CH:11][CH:10]=2)[C:7]=1[F:8].[C:20](Cl)(=[O:25])[C:21]([CH3:24])([CH3:23])[CH3:22].Cl>N1C=CC=CC=1>[C:16]([C:4]1[C:3]([O:18][CH3:19])=[C:2]([NH:1][C:20](=[O:25])[C:21]([CH3:24])([CH3:23])[CH3:22])[C:7]([F:8])=[C:6]([C:9]2[CH:14]=[CH:13][CH:12]=[CH:11][CH:10]=2)[C:5]=1[CH3:15])#[N:17]. Procedure details: 5-Amino-6-fluoro-4-methoxy-2-methylbiphenyl-3-carbonitrile (I-236) (300 mg, 1.17 mmol) was dissolved in pyridine (3 ml), and under nitrogen atmosphere at 0° C., pivaloyl chloride (433 μl, 3.51 mmol) was dropwise added. After stirring at roam temperature for 20 hours, aqueous 1 M hydrochloric acid solution was added to the reaction liquid at 0° C. The solution was extracted twice with ethyl acetate. The organic layer was washed with saturated brine, then dried over anhydrous sodium sulfate. The reactants are Cl (hydrochloric acid), OC1=CC=C(C=C1)C1=C(C=C(C=C1)Br)F (4-hydroxy-2'-fluoro-4'-bromobiphenyl), C(CCCCCCCCC)Br (decyl bromide), C([O-])([O-])=O.[K+].[K+] (potassium carbonate). Run in CC(CC)=O (2-butanone). Run at time 12 hour. Yields the product C(CCCCCCCCC)OC1=CC=C(C=C1)C1=C(C=C(C=C1)Br)F (4-decyloxy-2'-fluoro-4'-bromobiphenyl). Isolated yield 81.4%. Reaction SMILES: [OH:1][C:2]1[CH:7]=[CH:6][C:5]([C:8]2[CH:13]=[CH:12][C:11]([Br:14])=[CH:10][C:9]=2[F:15])=[CH:4][CH:3]=1.[CH2:16](Br)[CH2:17][CH2:18][CH2:19][CH2:20][CH2:21][CH2:22][CH2:23][CH2:24][CH3:25].C(=O)([O-])[O-].[K+].[K+].Cl>CC(=O)CC>[CH2:16]([O:1][C:2]1[CH:3]=[CH:4][C:5]([C:8]2[CH:13]=[CH:12][C:11]([Br:14])=[CH:10][C:9]=2[F:15])=[CH:6][CH:7]=1)[CH2:17][CH2:18][CH2:19][CH2:20][CH2:21][CH2:22][CH2:23][CH2:24][CH3:25] |f:2.3.4|. Procedure details: A reaction vessel was charged with 12 g of 4-hydroxy-2'-fluoro-4'-bromobiphenyl obtained in Example 4(b), 14.2 g of decyl bromide, 15.7 g of potassium carbonate and 100 ml of 2-butanone (MEK), and the mixture was refluxed with stirring for 12 hours (the disappearance of the starting materials were confirmed by TLC). The reaction liquid was poured into diluted hydrochloric acid and the mixture was extracted with benzene. The extract was washed with water and dried over Glauber's salt. The solvent... Reactants: COC=1C=C(C=CC1)Cl (m-methoxyphenyl chloride), FC1=CC=C(C=C1)C(C)=O (1-(4′-fluorophenyl)ethanone), P (phosphine). Reagents/catalysts: C(C=CC1=CC=CC=C1)Cl.[Pd] (palladium cinnamyl chloride). Solvent: C1(=CC=CC=C1)C (toluene). Yields the product FC1=CC=C(C=C1)C(CC1=CC(=CC=C1)OC)=O (1-(4′-Fluorophenyl)-2-(3′-methoxyphenyl)-1-ethanone). The yield is 75.9%. RXN SMILES: [CH3:1][O:2][C:3]1[CH:4]=[C:5](Cl)[CH:6]=[CH:7][CH:8]=1.[F:10][C:11]1[CH:16]=[CH:15][C:14]([C:17](=[O:19])[CH3:18])=[CH:13][CH:12]=1.P>C1(C)C=CC=CC=1.C(Cl)C=CC1C=CC=CC=1.[Pd]>[F:10][C:11]1[CH:16]=[CH:15][C:14]([C:17](=[O:19])[CH2:18][C:5]2[CH:6]=[CH:7][CH:8]=[C:3]([O:2][CH3:1])[CH:4]=2)=[CH:13][CH:12]=1 |f:4.5|. Reported procedure: This reaction is carried out in the same manner as the reaction in example 3. The difference is that, the reactants are m-methoxyphenyl chloride (143.7 mg, 1.0 mmol), 1-(4′-fluorophenyl)ethanone (347.2 mg, 2.5 mmol), palladium cinnamyl chloride (7.8 mg, 0.015 mmol), 2-Methoxy-6-(N-methyl-N-phenyl-amino)phenyldicyclohexyl)phosphine (18.4 mg, 0.045 mmol), K3PO43H2O (664.2 mg, 2.5 mmol) in 3 mL dry toluene at 110° C. for 22.8 h. 1-(4′-Fluorophenyl)-2-(3′-methoxyphenyl)-1-ethanone (185.5 mg) was obt... Reactants: CCCCCn1c(=O)nc(SC)c2[nH]c(C(F)(F)F)nc21, NN, O. Product: CCCCCn1c(=O)[nH]c(=NN)c2[nH]c(C(F)(F)F)nc21. Reaction SMILES: [CH3:1][S:2][c:3]1[c:4]2[nH:5][c:6]([C:18]([F:19])([F:20])[F:21])[n:7][c:8]2[n:9]([CH2:13][CH2:14][CH2:15][CH2:16][CH3:17])[c:10](=[O:12])[n:11]1.[NH2:22][NH2:23].[OH2:24]>>[c:3]1(=[N:22][NH2:23])[c:4]2[nH:5][c:6]([C:18]([F:19])([F:20])[F:21])[n:7][c:8]2[n:9]([CH2:13][CH2:14][CH2:15][CH2:16][CH3:17])[c:10](=[O:12])[nH:11]1.